This data is from the Open Reaction Database (ORD), a public repository of structured organic reaction records. The task is: describe an organic reaction: reactants, conditions, products, and yield The reactants are [Br-].O1C(OCCC1)CC[P+](C1=CC=CC=C1)(C1=CC=CC=C1)C1=CC=CC=C1 ([2-(1,3-dioxan-2-yl)ethyl]triphenylphosphonium bromide), O1C(OCCC1)CC=CC1=NC=CC=C1 (3-(1,3-Dioxan-2-yl)-1-(2-pyridyl)-1-propene), N1=C(C=CC=C1)C=O (2-pyridinecarboxaldehyde), C(CCC)[Li] (n-butyl lithium). The solvent is C1CCOC1 (THF), O (water). Conditions: temperature 0 celsius, time 0.5 hour. The product is O1C(OCCC1)C/C=C/C1=NC=CC=C1 (E-3-(1,3-dioxan-2-yl)-1-(2-pyridyl)-1 -propene), O1C(OCCC1)C\C=C/C1=NC=CC=C1 (Z-3-(1,3-dioxan-2-yl)-1-(2-pyridyl)-1-propene). RXN SMILES: [O:1]1[CH2:6][CH2:5][CH2:4][O:3][CH:2]1[CH2:7][CH:8]=[CH:9][C:10]1[CH:15]=[CH:14][CH:13]=[CH:12][N:11]=1.[Br-].O1CCCOC1CC[P+](C1C=CC=CC=1)(C1C=CC=CC=1)C1C=CC=CC=1.C([Li])CCC.N1C=CC=CC=1C=O>C1COCC1.O>[O:1]1[CH2:6][CH2:5][CH2:4][O:3][CH:2]1[CH2:7]/[CH:8]=[CH:9]/[C:10]1[CH:15]=[CH:14][CH:13]=[CH:12][N:11]=1.[O:1]1[CH2:6][CH2:5][CH2:4][O:3][CH:2]1[CH2:7]/[CH:8]=[CH:9]\[C:10]1[CH:15]=[CH:14][CH:13]=[CH:12][N:11]=1 |f:1.2|. Reported procedure: (E and Z)-3-(1,3-Dioxan-2-yl)-1-(2-pyridyl)-1-propene (148 and 149). To a suspension of 4.6 g (10.2 mmol) of [2-(1,3-dioxan-2-yl)ethyl]triphenylphosphonium bromide (Aldrich Chemical Co.) in 50 mL of THF at 0° C. was added 6.4 mL (10.2 mmol) of n-butyl lithium (1.6M in hexanes) and the resulting red solution was allowed to stir at 0° C. for 0.5 h. To this solution was added 880 μL (9.3 mmol) of 2-pyridinecarboxaldehyde (Aldrich Chemical Co.). The reaction mixture was allowed to stir at room tempe... Reaction SMILES: [CH3:18][C:19](=[O:20])[OH:21].[Cl-:15].[Cl:1][c:2]1[c:3]([NH2:4])[cH:5][cH:6][c:7]([CH2:9][CH3:10])[cH:8]1.[ClH:27].[N:11]([O-:12])=[O:13].[NH4+:16].[Na+:14].[OH-:17].[S:22](=[O:23])(=[O:24])([OH:25])[OH:26]>>[Cl:1][c:2]1[c:3]([NH:4][NH2:11])[cH:5][cH:6][c:7]([CH2:9][CH3:10])[cH:8]1. Reactants: CC(=O)O, [Cl-], CCc1ccc(N)c(Cl)c1, Cl, O=N[O-], [NH4+], [Na+], [OH-], O=S(=O)(O)O. Product: CCc1ccc(NN)c(Cl)c1.